This data is from the Open Reaction Database (ORD), a public repository of structured organic reaction records. The task is: describe an organic reaction: reactants, conditions, products, and yield Reactants: [BH4-].[Na+] (Sodium boranuide), C(C)(C)(C)OC(=O)N(C=1C(=NC(=CN1)C1=CCC(CC1)=O)C1=NN=C(O1)C1=CC=C(C=C1)CN(C(OC(C)(C)C)=O)C)C(=O)OC(C)(C)C (tert-butyl N-[[4-[5-[3-[bis(tert-butoxycarbonyl)amino]-6-(4-oxocyclohexen-1-yl)pyrazin-2-yl]-1,3,4-oxadiazol-2-yl]phenyl]methyl]-N-methyl-carbamate), ice. The solvent is CO (MeOH). Conditions: time 8 hour. Yields the product C(C)(C)(C)OC(=O)N(C=1C(=NC(=CN1)C1=CCC(CC1)O)C1=NN=C(O1)C1=CC=C(C=C1)CN(C(OC(C)(C)C)=O)C)C(=O)OC(C)(C)C (tert-butyl N-[[4-[5-[3-[bis(tert-butoxycarbonyl)amino]-6-(4-hydroxycyclohexen-1-yl)pyrazin-2-yl]-1,3,4-oxadiazol-2-yl]phenyl]methyl]-N-methyl-carbamate). The yield is 29.0%. As a reaction SMILES: [C:1]([O:5][C:6]([N:8]([C:43]([O:45][C:46]([CH3:49])([CH3:48])[CH3:47])=[O:44])[C:9]1[C:10]([C:22]2[O:26][C:25]([C:27]3[CH:32]=[CH:31][C:30]([CH2:33][N:34]([CH3:42])[C:35](=[O:41])[O:36][C:37]([CH3:40])([CH3:39])[CH3:38])=[CH:29][CH:28]=3)=[N:24][N:23]=2)=[N:11][C:12]([C:15]2[CH2:20][CH2:19][C:18](=[O:21])[CH2:17][CH:16]=2)=[CH:13][N:14]=1)=[O:7])([CH3:4])([CH3:3])[CH3:2].[BH4-].[Na+]>CO>[C:46]([O:45][C:43]([N:8]([C:6]([O:5][C:1]([CH3:4])([CH3:3])[CH3:2])=[O:7])[C:9]1[C:10]([C:22]2[O:26][C:25]([C:27]3[CH:32]=[CH:31][C:30]([CH2:33][N:34]([CH3:42])[C:35](=[O:41])[O:36][C:37]([CH3:38])([CH3:39])[CH3:40])=[CH:29][CH:28]=3)=[N:24][N:23]=2)=[N:11][C:12]([C:15]2[CH2:20][CH2:19][CH:18]([OH:21])[CH2:17][CH:16]=2)=[CH:13][N:14]=1)=[O:44])([CH3:47])([CH3:48])[CH3:49] |f:1.2|. Procedure details: A solution of tert-butyl N-[[4-[5-[3-[bis(tert-butoxycarbonyl)amino]-6-(4-oxocyclohexen-1-yl)pyrazin-2-yl]-1,3,4-oxadiazol-2-yl]phenyl]methyl]-N-methyl-carbamate (431 mg, 0.64 mmol) in MeOH (2 mL) was cooled in an ice water bath. Sodium boranuide (27 mg, 0.70 mmol) was added and the reaction mixture was stirred for 40 minutes at 0° C. upon which the ice bath was removed. After stirring at room temperature for 8 h, the reaction mixture was quenched with water and aq. NaHCO3 and diluted with EtOAc...